From a dataset of the Open Reaction Database (ORD), a public repository of structured organic reaction records. describe an organic reaction: reactants, conditions, products, and yield Reactants: CO, O=Cc1cccc(NS(=O)(=O)c2ccc(C(F)(F)F)cc2)c1F, [K+], [OH-], O, c1ncc2cc[nH]c2n1. Product: O=S(=O)(Nc1cccc(C(O)c2c[nH]c3ncncc23)c1F)c1ccc(C(F)(F)F)cc1. RXN SMILES: [CH3:36][OH:37].[F:1][c:2]1[c:3]([NH:10][S:11](=[O:12])(=[O:13])[c:14]2[cH:15][cH:16][c:17]([C:20]([F:21])([F:22])[F:23])[cH:18][cH:19]2)[cH:4][cH:5][cH:6][c:7]1[CH:8]=[O:9].[K+:34].[OH-:33].[OH2:35].[n:24]1[cH:25][n:26][cH:27][c:28]2[c:29]1[nH:30][cH:31][cH:32]2>>[F:1][c:2]1[c:3]([NH:10][S:11](=[O:12])(=[O:13])[c:14]2[cH:15][cH:16][c:17]([C:20]([F:21])([F:22])[F:23])[cH:18][cH:19]2)[cH:4][cH:5][cH:6][c:7]1[CH:8]([OH:9])[c:32]1[c:28]2[cH:27][n:26][cH:25][n:24][c:29]2[nH:30][cH:31]1. Reactants: CCN=C=NCCCN(C)C, CCN(C(C)C)C(C)C, Cl, Cl, NCC(=O)N1CCC(Oc2cccc(C(F)(F)F)c2)CC1, CN(C)C=O, O, O=C(O)c1cc(-c2ccc(O)cc2)[nH]n1, On1nnc2ccccc21. Yields the product O=C(NCC(=O)N1CCC(Oc2cccc(C(F)(F)F)c2)CC1)c1cc(-c2ccc(O)cc2)[nH]n1. Reaction SMILES: [CH3:35][CH2:36][N:37]=[C:38]=[N:39][CH2:40][CH2:41][CH2:42][N:43]([CH3:44])[CH3:45].[CH:1]([N:2]([CH2:3][CH3:4])[CH:5]([CH3:6])[CH3:7])([CH3:8])[CH3:9].[ClH:46].[ClH:47].[NH2:48][CH2:49][C:50](=[O:51])[N:52]1[CH2:53][CH2:54][CH:55]([O:58][c:59]2[cH:60][c:61]([C:65]([F:66])([F:67])[F:68])[cH:62][cH:63][cH:64]2)[CH2:56][CH2:57]1.[O:69]=[CH:70][N:71]([CH3:72])[CH3:73].[OH2:74].[OH:10][c:11]1[cH:12][cH:13][c:14](-[c:17]2[cH:18][c:19]([C:22](=[O:23])[OH:24])[n:20][nH:21]2)[cH:15][cH:16]1.[OH:25][n:26]1[c:27]2[c:28]([cH:29][cH:30][cH:31][cH:32]2)[n:33][n:34]1>>[OH:10][c:11]1[cH:12][cH:13][c:14](-[c:17]2[cH:18][c:19]([C:22](=[O:24])[NH:48][CH2:49][C:50](=[O:51])[N:52]3[CH2:53][CH2:54][CH:55]([O:58][c:59]4[cH:60][c:61]([C:65]([F:66])([F:67])[F:68])[cH:62][cH:63][cH:64]4)[CH2:56][CH2:57]3)[n:20][nH:21]2)[cH:15][cH:16]1. The reactants are [Al+3], C1CCOC1, [H-], [H-], [H-], [H-], [Li+], CC(=O)c1cc2cnccc2s1. Yields the product CC(O)c1cc2cnccc2s1. Reaction SMILES: [Al+3:14].[CH2:19]1[O:20][CH2:21][CH2:22][CH2:23]1.[H-:13].[H-:16].[H-:17].[H-:18].[Li+:15].[s:1]1[c:2]([C:10]([CH3:11])=[O:12])[cH:3][c:4]2[cH:5][n:6][cH:7][cH:8][c:9]12>>[s:1]1[c:2]([CH:10]([CH3:11])[OH:12])[cH:3][c:4]2[cH:5][n:6][cH:7][cH:8][c:9]12.